describe an organic reaction: reactants, conditions, products, and yield From a dataset of the Open Reaction Database (ORD), a public repository of structured organic reaction records. The reactants are [BH3-]C#N.[Na+] (NaBH3CN), NC=1C=C(CN2C[C@@H](CC2)NC(CNC(C2=C(C=CC(=C2)C(F)(F)F)NC(=O)OC(C)(C)C)=O)=O)C=CC1Cl ((R)-1-(3-amino-4-chlorobenzyl)-3-[{N-(2-(tert-butoxycarbonylamino)-5-trifluoromethylbenzoyl)glycyl}amino]pyrrolidine), CO (methanol), C=O (HCHO). Solvent: C(C)(=O)O (acetic acid). Run at temperature 50 celsius, time 8 hour. Yields the product NC1=C(C(=O)NCC(=O)N[C@H]2CN(CC2)CC2=CC(=C(C=C2)Cl)N(C)C)C=C(C=C1)C(F)(F)F ((R)-3-[{N-(2-amino-5-trifluoromethylbenzoyl)glycyl}amino]-1-{4-chloro-3-(dimethylamino)benzyl}pyrrolidine). As a reaction SMILES: N[C:2]1[CH:3]=[C:4]([CH:36]=[CH:37][C:38]=1[Cl:39])[CH2:5][N:6]1[CH2:10][CH2:9][C@@H:8]([NH:11][C:12](=[O:35])[CH2:13][NH:14][C:15](=[O:34])[C:16]2[CH:21]=[C:20]([C:22]([F:25])([F:24])[F:23])[CH:19]=[CH:18][C:17]=2[NH:26]C(OC(C)(C)C)=O)[CH2:7]1.[CH3:40]O.C=O.[BH3-][C:45]#[N:46].[Na+]>C(O)(=O)C>[NH2:26][C:17]1[CH:18]=[CH:19][C:20]([C:22]([F:25])([F:24])[F:23])=[CH:21][C:16]=1[C:15]([NH:14][CH2:13][C:12]([NH:11][C@@H:8]1[CH2:9][CH2:10][N:6]([CH2:5][C:4]2[CH:3]=[CH:2][C:38]([Cl:39])=[C:37]([N:46]([CH3:45])[CH3:40])[CH:36]=2)[CH2:7]1)=[O:35])=[O:34] |f:3.4|. Procedure: To a mixture of (R)-1-(3-amino-4-chlorobenzyl)-3-[{N-(2-(tert-butoxycarbonylamino)-5-trifluoromethylbenzoyl)glycyl}amino]pyrrolidine (44.9 mg), methanol (0.95 mL), acetic acid (0.05 mL), and 37% aqueous HCHO solution (0.15 mL) was added NaBH3CN (38 mg). The reaction mixture was stirred at 50° C. overnight. The mixture was cooled to room temperature and evaporated. To the residue was added 2 N aqueous NaOH solution and ethyl acetate, the organic layer was separated, and the aqueous layer was extr... The reactants are FC(C1=CC=C(N=N1)N)(F)F (6-Trifluoromethyl-3-pyridazinamine), ClN1C(CCC1=O)=O (N-chlorosuccinimide). The solvent is C(C)#N (acetonitrile). Reaction conditions: temperature 70 celsius. The product is ClC1=C(N=NC(=C1)C(F)(F)F)N (4-Chloro-6-trifluoromethyl-3-pyridazinamine). Isolated yield 33.1%. RXN SMILES: [F:1][C:2]([F:11])([F:10])[C:3]1[N:8]=[N:7][C:6]([NH2:9])=[CH:5][CH:4]=1.[Cl:12]N1C(=O)CCC1=O>C(#N)C>[Cl:12][C:5]1[CH:4]=[C:3]([C:2]([F:1])([F:10])[F:11])[N:8]=[N:7][C:6]=1[NH2:9]. Procedure details: A mixture of D6 (4.0 g, 24.5 mmol) and N-chlorosuccinimide (3.3 g, 24.5 mmol) in acetonitrile (160 ml) was heated at 70° C. for 18 h. After this period, the reaction was cooled to room temperature and the solvents evaporated in vacuo. The crude residue was purified by column chromatography (silica; 3%-5% methanol/dichloromethane) to give D7 (1.6 g, 33%). C5H3ClF3N3 requires 197; Found 198 (MH+) The reactants are material, ClC=1C=C(C=CC1Cl)C(C(=O)OCC)C(C)N (ethyl 2-(3,4-dichlorophenyl)-3-aminobutyrate), Cl (hydrochloride). Yields the product ClC=1C=C(C=CC1Cl)C(CO)C(C)N (2-(3,4-Dichlorophenyl)-3-amino-1-butanol). As a reaction SMILES: [Cl:1][C:2]1[CH:3]=[C:4]([CH:9]([CH:15]([NH2:17])[CH3:16])[C:10](OCC)=[O:11])[CH:5]=[CH:6][C:7]=1[Cl:8].Cl>>[Cl:1][C:2]1[CH:3]=[C:4]([CH:9]([CH:15]([NH2:17])[CH3:16])[CH2:10][OH:11])[CH:5]=[CH:6][C:7]=1[Cl:8]. Reported procedure: The compound is prepared according to the procedure described in Example 2, using as starting material 5.5 g. of ethyl 2-(3,4-dichlorophenyl)-3-aminobutyrate. Yield 3.75 g.; boiling point 125° C/0.2 mm Hg. The hydrochloride melts at 157°-160° C. Reaction conditions: time 20 minute. Solvent: CO.CCOCC (methanol ether). Yield: 88.7%. The product is Cl.C(C)(=O)SCC=1CS[C@H]2N(C1C(=O)OC(C1=CC=CC=C1)C1=CC=CC=C1)C([C@H]2N)=O (diphenylmethyl 3-acetylthiomethyl-7β-aminoceph-3-em-4-carboxylate hydrochloride). Reactants: CCOCC (Ether), P(=O)(Cl)(Cl)Cl (phosphorus oxychloride), ice, C(C)(=O)SCC=1CS[C@H]2N(C1C(=O)OC(C1=CC=CC=C1)C1=CC=CC=C1)C([C@H]2NC=O)=O (diphenylmethyl 3-acetylthiomethyl-7β-formamidoceph-3-em-4-carboxylate). Reported procedure: A stirred suspension of diphenylmethyl 3-acetylthiomethyl-7β-formamidoceph-3-em-4-carboxylate (0.505 g) in methanol:ether (1:1, 3 ml.) at 0° was treated over 10 min. with phosphorus oxychloride (0.468 g.) The ice bath was removed and stirring continued for a further 20 min, when a clear solution resulted. The reaction was cooled to 0°, and a white crystalline precipitate appeared. Ether (15 ml.) was added and the precipitate filtered off, washed with ether and dried in vacuo to give diphenylmeth... RXN SMILES: [C:1]([S:4][CH2:5][C:6]1[CH2:7][S:8][C@@H:9]2[C@H:29]([NH:30]C=O)[C:28](=[O:33])[N:10]2[C:11]=1[C:12]([O:14][CH:15]([C:22]1[CH:27]=[CH:26][CH:25]=[CH:24][CH:23]=1)[C:16]1[CH:21]=[CH:20][CH:19]=[CH:18][CH:17]=1)=[O:13])(=[O:3])[CH3:2].P(Cl)(Cl)([Cl:36])=O.CCOCC>CO.CCOCC>[ClH:36].[C:1]([S:4][CH2:5][C:6]1[CH2:7][S:8][C@@H:9]2[C@H:29]([NH2:30])[C:28](=[O:33])[N:10]2[C:11]=1[C:12]([O:14][CH:15]([C:22]1[CH:27]=[CH:26][CH:25]=[CH:24][CH:23]=1)[C:16]1[CH:21]=[CH:20][CH:19]=[CH:18][CH:17]=1)=[O:13])(=[O:3])[CH3:2] |f:3.4,5.6|.